From a dataset of the Open Reaction Database (ORD), a public repository of structured organic reaction records. describe an organic reaction: reactants, conditions, products, and yield Starting materials: CCc1nc2ccccc2n1-c1nc(N2CCOCC2)c2nc(C3(OC)CNC3)n(C)c2n1, C1CCOC1, CCN=C=NCCCN(C)C, ClCCl, CC(C)(O)C(=O)O, On1nnc2ccccc21. Yields the product CCc1nc2ccccc2n1-c1nc(N2CCOCC2)c2nc(C3(OC)CN(C(=O)C(C)(C)O)C3)n(C)c2n1. RXN SMILES: [CH2:1]([CH3:2])[c:3]1[n:4][c:5]2[c:6]([n:7]1-[c:8]1[n:9][c:10]([N:24]3[CH2:25][CH2:26][O:27][CH2:28][CH2:29]3)[c:11]3[n:12][c:13]([C:18]4([O:22][CH3:23])[CH2:19][NH:20][CH2:21]4)[n:14]([CH3:17])[c:15]3[n:16]1)[cH:30][cH:31][cH:32][cH:33]2.[CH2:62]1[O:63][CH2:64][CH2:65][CH2:66]1.[CH3:51][CH2:52][N:53]=[C:54]=[N:55][CH2:56][CH2:57][CH2:58][N:59]([CH3:60])[CH3:61].[Cl:67][CH2:68][Cl:69].[OH:34][C:35]([C:36](=[O:37])[OH:38])([CH3:39])[CH3:40].[OH:41][n:42]1[c:43]2[c:44]([cH:45][cH:46][cH:47][cH:48]2)[n:49][n:50]1>>[CH2:1]([CH3:2])[c:3]1[n:4][c:5]2[c:6]([n:7]1-[c:8]1[n:9][c:10]([N:24]3[CH2:25][CH2:26][O:27][CH2:28][CH2:29]3)[c:11]3[n:12][c:13]([C:18]4([O:22][CH3:23])[CH2:19][N:20]([C:36]([C:35]([OH:34])([CH3:39])[CH3:40])=[O:37])[CH2:21]4)[n:14]([CH3:17])[c:15]3[n:16]1)[cH:30][cH:31][cH:32][cH:33]2. Starting materials: C(C1=CC=CC=C1)(=O)NC1=C(SC=C1)C(=O)OC (methyl 3-(benzoylamino)-2-thiophenecarboxylate), N (ammonia), N (ammonia). Run in CO (methanol), C1CCOC1 (THF). Run at time 5 day. The product is C(C1=CC=CC=C1)(=O)NC1=C(SC=C1)C(=O)N (3-(benzoylamino)-2-thiophenecarboxamide). The yield is 89.0%. RXN SMILES: [C:1]([NH:9][C:10]1[CH:14]=[CH:13][S:12][C:11]=1[C:15]([O:17]C)=O)(=[O:8])[C:2]1[CH:7]=[CH:6][CH:5]=[CH:4][CH:3]=1.[NH3:19]>CO.C1COCC1>[C:1]([NH:9][C:10]1[CH:14]=[CH:13][S:12][C:11]=1[C:15]([NH2:19])=[O:17])(=[O:8])[C:2]1[CH:7]=[CH:6][CH:5]=[CH:4][CH:3]=1. Reported procedure: To a stirred solution of 14.21 g (54.4 mmol) of crude methyl 3-(benzoylamino)-2-thiophenecarboxylate in 100 mL of methanol and 100 mL of THF was added 100 mL of concentrated aqueous ammonia. The mixture was stirred at room temperature for 5 days and an additional 100 mL of concentrated aqueous ammonia was added. After stirring for 5 more days the mixture was rotovapped to remove the bulk of the organic solvents and the residue was extracted with two 125 mL portions of ethyl acetate. The insolubl... Starting materials: CCOC(=O)CBr, O=C([O-])[O-], CCCCCCC, CC(C)=O, C#CCOc1cc(-n2ncc(=O)n(C)c2=O)c(Cl)cc1Cl, [K+], [K+]. The product is CCOC(=O)COc1cc(-n2ncc(=O)n(C)c2=O)c(Cl)cc1Cl. Reaction SMILES: [Br:28][CH2:29][C:30](=[O:31])[O:32][CH2:33][CH3:34].[C:22](=[O:23])([O-:24])[O-:25].[CH3:35][CH2:36][CH2:37][CH2:38][CH2:39][CH2:40][CH3:41].[CH3:42][C:43](=[O:44])[CH3:45].[Cl:1][c:2]1[c:3](-[n:13]2[n:14][cH:15][c:16](=[O:21])[n:17]([CH3:20])[c:18]2=[O:19])[cH:4][c:5]([O:9][CH2:10][C:11]#[CH:12])[c:6]([Cl:8])[cH:7]1.[K+:26].[K+:27]>>[Cl:1][c:2]1[c:3](-[n:13]2[n:14][cH:15][c:16](=[O:21])[n:17]([CH3:20])[c:18]2=[O:19])[cH:4][c:5]([O:9][CH2:29][C:30](=[O:31])[O:32][CH2:33][CH3:34])[c:6]([Cl:8])[cH:7]1. Reactants: C(C)(C)(C)C=1C=C(N(N1)C1=CC=C(C=C1)O[Si](C)(C)C(C)(C)C)NC(=O)N[C@H]1CC[C@H](C2=CC=CC=C12)OC=1C=CC=2N(C1)C(=NN2)[C@H]2N(CCC2)C (1-{5-tert-Butyl-2-[4-(tert-butyl-dimethyl-silanyloxy)-phenyl]-2H-pyrazol-3-yl}-3-{(1S,4R)-4-[3-((S)-1-methyl-pyrrolidin-2-yl)-[1,2,4]triazolo[4,3-a]pyridin-6-yloxy]-1,2,3,4-tetrahydro-naphthalen-1-yl}-urea), CCCC[N+](CCCC)(CCCC)CCCC.[F-] (TBAF). Solvent: C1CCOC1 (THF), O (water). Product: C(C)(C)(C)C=1C=C(N(N1)C1=CC=C(C=C1)O)NC(=O)N[C@H]1CC[C@H](C2=CC=CC=C12)OC=1C=CC=2N(C1)C(=NN2)[C@H]2N(CCC2)C (1-[5-tert-Butyl-2-(4-hydroxy-phenyl)-2H-pyrazol-3-yl]-3-{(1S,4R)-4-[3-((S)-1-methyl-pyrrolidin-2-yl)-[1,2,4]triazolo[4,3-a]pyridin-6-yloxy]-1,2,3,4-tetrahydro-naphthalen-1-yl}-urea). RXN SMILES: [C:1]([C:5]1[CH:6]=[C:7]([NH:24][C:25]([NH:27][C@@H:28]2[C:37]3[C:32](=[CH:33][CH:34]=[CH:35][CH:36]=3)[C@H:31]([O:38][C:39]3[CH:40]=[CH:41][C:42]4[N:43]([C:45]([C@@H:48]5[CH2:52][CH2:51][CH2:50][N:49]5[CH3:53])=[N:46][N:47]=4)[CH:44]=3)[CH2:30][CH2:29]2)=[O:26])[N:8]([C:10]2[CH:15]=[CH:14][C:13]([O:16][Si](C(C)(C)C)(C)C)=[CH:12][CH:11]=2)[N:9]=1)([CH3:4])([CH3:3])[CH3:2].CCCC[N+](CCCC)(CCCC)CCCC.[F-]>C1COCC1.O>[C:1]([C:5]1[CH:6]=[C:7]([NH:24][C:25]([NH:27][C@@H:28]2[C:37]3[C:32](=[CH:33][CH:34]=[CH:35][CH:36]=3)[C@H:31]([O:38][C:39]3[CH:40]=[CH:41][C:42]4[N:43]([C:45]([C@@H:48]5[CH2:52][CH2:51][CH2:50][N:49]5[CH3:53])=[N:46][N:47]=4)[CH:44]=3)[CH2:30][CH2:29]2)=[O:26])[N:8]([C:10]2[CH:15]=[CH:14][C:13]([OH:16])=[CH:12][CH:11]=2)[N:9]=1)([CH3:4])([CH3:2])[CH3:3] |f:1.2|. Procedure details: A solution of Intermediate 73a (160 mg, 0.21 mmol) and TBAF (1M in THF, 0.26 mL, 0.26 mmol) in THF (2 mL) was stirred at RT for 30 min, then diluted with water and extracted with DCM (3×20 mL). The combined organics were dried and concentrated in vacuo. The residue was purified by FCC, using 0-5% [2M NH3 in MeOH] in DCM, to give the title compound as a white powder after freeze-drying (107 mg, 79%). LCMS (Method 5): Rt 3.24 min, m/z 621 [MH+]. 1H NMR (400 MHz, d6-DMSO): 1.26 (9H, s), 1.81-2.25 (... The reactants are C1OCC2=C1C=CC(=C2)OC[C@@H]2CN(CC[C@H]2C2=CC=C(C=C2)F)C(=O)OC(C)(C)C (tert-butyl (3S,4R)-3-[(1,3-dihydro-2-benzofuran-5-yloxy)methyl]-4-(4-fluorophenyl)piperidine-1-carboxylate), FC(C(=O)O)(F)F (trifluoroacetic acid), ClCCl (dichloromethane). The solvent is C1(=CC=CC=C1)C (Toluene). Reaction conditions: time 90 minute. Product: C1OCC2=C1C=CC(=C2)OC[C@@H]2CNCC[C@H]2C2=CC=C(C=C2)F ((3S,4R)-3-[(1,3-dihydro-2-benzofuran-5-yloxy)methyl]-4-(4-fluorophenyl)piperidine). Isolated yield 85.9%. As a reaction SMILES: [CH2:1]1[C:5]2[CH:6]=[CH:7][C:8]([O:10][CH2:11][C@H:12]3[C@H:17]([C:18]4[CH:23]=[CH:22][C:21]([F:24])=[CH:20][CH:19]=4)[CH2:16][CH2:15][N:14](C(OC(C)(C)C)=O)[CH2:13]3)=[CH:9][C:4]=2[CH2:3][O:2]1.FC(F)(F)C(O)=O.ClCCl>C1(C)C=CC=CC=1>[CH2:1]1[C:5]2[CH:6]=[CH:7][C:8]([O:10][CH2:11][C@H:12]3[C@H:17]([C:18]4[CH:19]=[CH:20][C:21]([F:24])=[CH:22][CH:23]=4)[CH2:16][CH2:15][NH:14][CH2:13]3)=[CH:9][C:4]=2[CH2:3][O:2]1. Procedure details: To tert-butyl (3S,4R)-3-[(1,3-dihydro-2-benzofuran-5-yloxy)methyl]-4-(4-fluorophenyl)piperidine-1-carboxylate (4.1 g, 9.6 mmol) described in Production Example 1-4 was added a mixed solution of trifluoroacetic acid (5 mL) and dichloromethane (30 mL) under ice cooling, followed by stirring at room temperature for 90 minutes. Toluene (30 mL) was added to the reaction mixture, and the solvent was distilled away under reduced pressure. The residue was purified by NH silica gel column chromatography ...